The task is: describe an organic reaction: reactants, conditions, products, and yield. This data is from the Open Reaction Database (ORD), a public repository of structured organic reaction records. Starting materials: B, C1CCOC1, CCOC(C)=O, O=[Cr](=O)(O)O, O, O=S(=O)(O)O, C(CCCc1ccccc1)=C1CCN(Cc2ccccc2)CC1. The product is O=C(CCCc1ccccc1)C1CCN(Cc2ccccc2)CC1. As a reaction SMILES: [BH3:24].[CH2:35]1[O:36][CH2:37][CH2:38][CH2:39]1.[CH3:40][CH2:41][O:42][C:43](=[O:44])[CH3:45].[Cr:25](=[O:26])([OH:27])([OH:28])=[O:29].[OH2:46].[S:30](=[O:31])(=[O:32])([OH:33])[OH:34].[c:1]1([CH2:7][CH2:8][CH2:9][CH:10]=[C:11]2[CH2:12][CH2:13][N:14]([CH2:17][c:18]3[cH:19][cH:20][cH:21][cH:22][cH:23]3)[CH2:15][CH2:16]2)[cH:2][cH:3][cH:4][cH:5][cH:6]1>>[c:1]1([CH2:7][CH2:8][CH2:9][C:10]([CH:11]2[CH2:12][CH2:13][N:14]([CH2:17][c:18]3[cH:19][cH:20][cH:21][cH:22][cH:23]3)[CH2:15][CH2:16]2)=[O:26])[cH:2][cH:3][cH:4][cH:5][cH:6]1.